This data is from the Open Reaction Database (ORD), a public repository of structured organic reaction records. The task is: describe an organic reaction: reactants, conditions, products, and yield Reactants: C[C@@H]1N(CCOC1)C=1N=C(C2=C(N1)N=C(C=C2)C=2C=CC(=C(C2)CO)OC)N2[C@H](COCC2)C ((5-{2,4-Bis[(3S)-3-methylmorpholin-4-yl]pyrido[2,3-d]pyrimidin-7-yl}-2-methoxyphenyl)methanol), C(\C=C\C(=O)O)(=O)O (fumaric Acid). The solvent is O (water), methylated spirit. Run at temperature 92 celsius. The product is C(\C=C\C(=O)O)(=O)O.C[C@@H]1N(CCOC1)C=1N=C(C2=C(N1)N=C(C=C2)C=2C=CC(=C(C2)CO)OC)N2[C@H](COCC2)C ((5-{2,4-Bis[(3S)-3-methylmorpholin-4-yl]pyrido[2,3-d]pyrimidin-7-yl}-2-methoxyphenyl)methanol Fumarate). Reaction SMILES: [CH3:1][C@H:2]1[CH2:7][O:6][CH2:5][CH2:4][N:3]1[C:8]1[N:9]=[C:10]([N:28]2[CH2:33][CH2:32][O:31][CH2:30][C@@H:29]2[CH3:34])[C:11]2[CH:17]=[CH:16][C:15]([C:18]3[CH:19]=[CH:20][C:21]([O:26][CH3:27])=[C:22]([CH2:24][OH:25])[CH:23]=3)=[N:14][C:12]=2[N:13]=1.[C:35]([OH:42])(=[O:41])/[CH:36]=[CH:37]/[C:38]([OH:40])=[O:39]>O>[C:35]([OH:42])(=[O:41])/[CH:36]=[CH:37]/[C:38]([OH:40])=[O:39].[CH3:1][C@H:2]1[CH2:7][O:6][CH2:5][CH2:4][N:3]1[C:8]1[N:9]=[C:10]([N:28]2[CH2:33][CH2:32][O:31][CH2:30][C@@H:29]2[CH3:34])[C:11]2[CH:17]=[CH:16][C:15]([C:18]3[CH:19]=[CH:20][C:21]([O:26][CH3:27])=[C:22]([CH2:24][OH:25])[CH:23]=3)=[N:14][C:12]=2[N:13]=1 |f:3.4|. Reported procedure: (5-{2,4-Bis[(3S)-3-methylmorpholin-4-yl]pyrido[2,3-d]pyrimidin-7-yl}-2-methoxyphenyl)methanol (10.00 g (96% w/w, 20.6 moles), fumaric Acid (2.63 g, 22.7 mmoles), water (84 ml) and methylated spirit industrial 74 O.P. (16.0 ml) were charged to a 250 ml reactor and heated to reflux (92° C.). The hot solution was filtered to remove extraneous matter. The filter was washed with a mixture of water (17 ml and methylated spirit industrial 74 O.P. (3 ml). On cooling the combined filtrates product precip... Reactants: N1N=CC2=CC(=CC=C12)C(=O)O (1H-indazole-5-carboxylic acid), BrCCOC (1-bromo-2-methoxyethane). Yields the product COCCN1N=CC2=CC(=CC=C12)CO ((1-(2-Methoxyethyl)-1H-indazol-5-yl)methanol). Reaction SMILES: [NH:1]1[C:9]2[C:4](=[CH:5][C:6]([C:10]([OH:12])=O)=[CH:7][CH:8]=2)[CH:3]=[N:2]1.Br[CH2:14][CH2:15][O:16][CH3:17]>>[CH3:17][O:16][CH2:15][CH2:14][N:1]1[C:9]2[C:4](=[CH:5][C:6]([CH2:10][OH:12])=[CH:7][CH:8]=2)[CH:3]=[N:2]1. Reported procedure: The titled compound was prepared according to the procedure described in step-1 and step 2 of Example 13 from 1H-indazole-5-carboxylic acid and 1-bromo-2-methoxyethane. Reactants: ClC=1C=CC2=C(C1)C1=NN(C(CC1CCS2)=O)C2=CC=C(C=C2)Cl (10-chloro-2-(4-chlorophenyl)-4,4a,5,6,-tetrahydro-[1]benzothiepino[5,4-c]pyridazin-3(2H)-one), BrBr (bromine). Solvent: C(C)(=O)O (acetic acid). Conditions: time 30 minute. The product is ClC=1C=CC2=C(C1)C1=NN(C(C=C1CCS2)=O)C2=CC=C(C=C2)Cl (10-chloro-2-(4-chlorophenyl)-5,6-dihydro-[1]benzothiepino[5,4-c]pyridazin-3(2H)-one). The yield is 80.4%. As a reaction SMILES: [Cl:1][C:2]1[CH:3]=[CH:4][C:5]2[S:16][CH2:15][CH2:14][CH:13]3[C:8](=[N:9][N:10]([C:18]4[CH:23]=[CH:22][C:21]([Cl:24])=[CH:20][CH:19]=4)[C:11](=[O:17])[CH2:12]3)[C:6]=2[CH:7]=1.BrBr>C(O)(=O)C>[Cl:1][C:2]1[CH:3]=[CH:4][C:5]2[S:16][CH2:15][CH2:14][C:13]3[C:8](=[N:9][N:10]([C:18]4[CH:19]=[CH:20][C:21]([Cl:24])=[CH:22][CH:23]=4)[C:11](=[O:17])[CH:12]=3)[C:6]=2[CH:7]=1. Procedure: To a mixture of 3.0 g of 10-chloro-2-(4-chlorophenyl)-4,4a,5,6,-tetrahydro-[1]benzothiepino[5,4-c]pyridazin-3(2H)-one obtained in Example 10 in 90 ml of acetic acid is added 0.4 ml of bromine at 40°-50° C. and stirred for 30 minutes at the same temperature. The mixture is concentrated under reduced pressure and to the residue is added water. The precipitated crystals are collected by filtration, dissolved in chloroform and the solution is washed with water. The organic layer is dried over anhydr... Starting materials: Cc1ccc(S(=O)(=O)OCC2CCCN2C(=O)OC(C)(C)C)cc1, Oc1ccc(Oc2ccc(F)cc2)cc1, [H-], [Na+], CN(C)C=O. Product: CC(C)(C)OC(=O)N1CCCC1COc1ccc(Oc2ccc(F)cc2)cc1. RXN SMILES: [C:18]([CH3:19])([CH3:20])([CH3:21])[O:22][C:23](=[O:24])[N:25]1[CH:26]([CH2:30][O:31][S:32]([c:33]2[cH:34][cH:35][c:36]([CH3:37])[cH:38][cH:39]2)(=[O:40])=[O:41])[CH2:27][CH2:28][CH2:29]1.[F:1][c:2]1[cH:3][cH:4][c:5]([O:6][c:7]2[cH:8][cH:9][c:10]([OH:13])[cH:11][cH:12]2)[cH:14][cH:15]1.[H-:17].[Na+:16].[O:42]=[CH:43][N:44]([CH3:45])[CH3:46]>>[F:1][c:2]1[cH:3][cH:4][c:5]([O:6][c:7]2[cH:8][cH:9][c:10]([O:13][CH2:30][CH:26]3[N:25]([C:23]([O:22][C:18]([CH3:19])([CH3:20])[CH3:21])=[O:24])[CH2:29][CH2:28][CH2:27]3)[cH:11][cH:12]2)[cH:14][cH:15]1. Starting materials: C(C1=CC=CC=C1)Br (benzyl bromide), [I-].[Na+] (sodium iodide), [H-].[Na+] (sodium hydride), CC(C)(C)[Si](O[C@H]1C[C@@H](O[C@@H]1CO)N1C(=O)NC(=O)C(C)=C1)(C)C (3'-O-[(1,1-dimethylethyl)dimethylsilyl]thymidine). The solvent is O1CCCC1 (tetrahydrofuran), O1CCCC1 (tetrahydrofuran), CO (methanol), C(Cl)Cl (methylene chloride). Reaction conditions: temperature 60 celsius, time 2 hour. The product is C(C1=CC=CC=C1)(C1=CC=CC=C1)OC[C@@H]1[C@H](C[C@@H](O1)N1C(=O)NC(=O)C(C)=C1)O (5'-O-Benzhydrylthymidine). Isolated yield 46.2%. As a reaction SMILES: [H-].[Na+].CC([Si](C)(C)[O:8][C@@H:9]1[C@@H:13]([CH2:14][OH:15])[O:12][C@@H:11]([N:16]2[CH:24]=[C:22]([CH3:23])[C:20](=[O:21])[NH:19][C:17]2=[O:18])[CH2:10]1)(C)C.[CH2:27](Br)[C:28]1[CH:33]=[CH:32][CH:31]=[CH:30][CH:29]=1.[I-].[Na+]>O1CCCC1.CO.C(Cl)Cl>[CH:27]([O:15][CH2:14][C@H:13]1[O:12][C@@H:11]([N:16]2[CH:24]=[C:22]([CH3:23])[C:20](=[O:21])[NH:19][C:17]2=[O:18])[CH2:10][C@@H:9]1[OH:8])([C:28]1[CH:33]=[CH:32][CH:31]=[CH:30][CH:29]=1)[C:28]1[CH:33]=[CH:32][CH:31]=[CH:30][CH:29]=1 |f:0.1,4.5|. Reported procedure: 350 mg (8 mmol) of sodium hydride (as a 55% w/w dispersion in mineral oil) were added to a solution of 1.426 g (4 mmol) of 3'-O-[(1,1-dimethylethyl)dimethylsilyl]thymidine [Can. J. Chem., 56, 2768 (1978)] in 8 ml of tetrahydrofuran under an atmosphere of argon, and the resulting mixture was stirred at 60° C. for 2 hours and then allowed to cool to room temperature. A solution of 988 mg (4 mmol) of benzyl bromide in 2 ml of tetrahydrofuran was then added dropwise to the mixture, followed by 300 m... Starting materials: CI, [H-], COC(=O)c1cc(N)cc(C(=O)OC)c1, [Na+], CN(C)C=O, O. RXN SMILES: [CH3:18][I:19].[H-:17].[NH2:1][c:2]1[cH:3][c:4]([C:12](=[O:13])[O:14][CH3:15])[cH:5][c:6]([C:7](=[O:8])[O:9][CH3:10])[cH:11]1.[Na+:16].[O:21]=[CH:22][N:23]([CH3:24])[CH3:25].[OH2:20]>>[NH:1]([c:2]1[cH:3][c:4]([C:12](=[O:13])[O:14][CH3:15])[cH:5][c:6]([C:7](=[O:8])[O:9][CH3:10])[cH:11]1)[CH3:18]. Yields the product CNc1cc(C(=O)OC)cc(C(=O)OC)c1.